From a dataset of the Open Reaction Database (ORD), a public repository of structured organic reaction records. describe an organic reaction: reactants, conditions, products, and yield Reactants: C(C)(C)C(C#N)(N1C(C2C(C1=O)CCC=1N(C=CC12)C)=O)C (3,3a,4,5,6,8b-hexahydro-α-isopropyl-α,6-dimethyl-1,3-dioxobenzo-[1,2-b:3,4-c']dipyrrole-2(1H)-acetonitrile). The reagents and catalysts are [O-2].[O-2].[Mn+4] (manganese dioxide). The solvent is ClC1=CC=CC=C1 (chlorobenzene). Run at time 8 hour. The product is C(C)(C)C(C#N)(N1C(C2=C(C1=O)C=CC=1N(C=CC12)C)=O)C (3,6-Dihydro-α-isopropyl-α,6-dimethyl-1,3-dioxobenzo[1,2-b:3,4-c']dipyrrole-2(1H)acetonitrile). Yield: 11.2%. RXN SMILES: [CH:1]([C:4]([CH3:22])([N:7]1[C:11](=[O:12])[CH:10]2[CH2:13][CH2:14][C:15]3[N:16]([CH3:20])[CH:17]=[CH:18][C:19]=3[CH:9]2[C:8]1=[O:21])[C:5]#[N:6])([CH3:3])[CH3:2]>ClC1C=CC=CC=1.[O-2].[O-2].[Mn+4]>[CH:1]([C:4]([CH3:22])([N:7]1[C:11](=[O:12])[C:10]2[CH:13]=[CH:14][C:15]3[N:16]([CH3:20])[CH:17]=[CH:18][C:19]=3[C:9]=2[C:8]1=[O:21])[C:5]#[N:6])([CH3:3])[CH3:2] |f:2.3.4|. Procedure: Activated manganese dioxide (27.0 g, 0.310 mol) is added to a solution of 3,3a,4,5,6,8b-hexahydro-α-isopropyl-α,6-dimethyl-1,3-dioxobenzo-[1,2-b:3,4-c']dipyrrole-2(1H)-acetonitrile (51.3 g, 0.167 mol) in chlorobenzene. The reaction mixture is stirred overnight at reflux temperature, cooled and filtered twice through diatomaceous earth with methylene chloride. The filtrate is concentrated in vacuo to a black oil which is flash chromatographed twice with methylene chloride then hexanes:methylene c... Starting materials: [OH-].[K+] (potassium hydroxide), C(C)OC(\C=C\C=1OC(=CC1)C1=C(C=C(C=C1)C(CC)(CC)C1=CC(=C(C=C1)CCC(C(C)(C)C)O[Si](C)(C)C(C)(C)C)C)C)=O ((E)-3-{5-[4-(1-{4-[3-(t-butyl-dimethyl-silanyloxy)-4,4-dimethyl-pentyl]-3-methyl-phenyl}-1-ethyl-propyl)-2-methyl-phenyl]-furan-2-yl}-acrylic acid ethyl ester), solution, [F-].C(CCC)[N+](CCCC)(CCCC)CCCC (tetrabutylammonium fluoride), S([O-])(O)(=O)=O.[K+] (potassium bisulfate). The solvent is CO (methanol), O1CCCC1 (tetrahydrofuran), O1CCCC1 (tetrahydrofuran), C(C)(=O)OCC (ethyl acetate). Reaction conditions: temperature 60 celsius, time 2 hour. The product is C(C)C(CC)(C1=CC(=C(C=C1)CCC(C(C)(C)C)O)C)C1=CC(=C(C=C1)C1=CC=C(O1)/C=C/C(=O)O)C ((E)-3-[5-(4-{1-ethyl-1-[4-(3-hydroxy-4,4-dimethyl-pentyl)-3-methyl-phenyl]-propyl}-2-methyl-phenyl)-furan-2-yl]-acrylic Acid). The yield is 64.9%. Reaction SMILES: [OH-].[K+].C([O:5][C:6](=[O:48])/[CH:7]=[CH:8]/[C:9]1[O:10][C:11]([C:14]2[CH:19]=[CH:18][C:17]([C:20]([C:25]3[CH:30]=[CH:29][C:28]([CH2:31][CH2:32][CH:33]([O:38][Si](C(C)(C)C)(C)C)[C:34]([CH3:37])([CH3:36])[CH3:35])=[C:27]([CH3:46])[CH:26]=3)([CH2:23][CH3:24])[CH2:21][CH3:22])=[CH:16][C:15]=2[CH3:47])=[CH:12][CH:13]=1)C.[F-].C([N+](CCCC)(CCCC)CCCC)CCC.S(=O)(=O)(O)[O-].[K+]>CO.O1CCCC1.C(OCC)(=O)C>[CH2:21]([C:20]([C:17]1[CH:18]=[CH:19][C:14]([C:11]2[O:10][C:9](/[CH:8]=[CH:7]/[C:6]([OH:48])=[O:5])=[CH:13][CH:12]=2)=[C:15]([CH3:47])[CH:16]=1)([C:25]1[CH:30]=[CH:29][C:28]([CH2:31][CH2:32][CH:33]([OH:38])[C:34]([CH3:36])([CH3:37])[CH3:35])=[C:27]([CH3:46])[CH:26]=1)[CH2:23][CH3:24])[CH3:22] |f:0.1,3.4,5.6|. Procedure: A 1 N potassium hydroxide aqueous solution (2 mL) was added to a solution of (E)-3-{5-[4-(1-{4-[3-(t-butyl-dimethyl-silanyloxy)-4,4-dimethyl-pentyl]-3-methyl-phenyl}-1-ethyl-propyl)-2-methyl-phenyl]-furan-2-yl}-acrylic acid ethyl ester (Example 5-(1); 42 mg, 0.065 mmol) in methanol (2 mL) and tetrahydrofuran (2 mL) at room temperature, and the mixture was stirred at 60° C. for two hours. The reaction mixture was concentrated under reduced pressure, and ethyl acetate and a saturated aqueous potas...